This data is from the Open Reaction Database (ORD), a public repository of structured organic reaction records. The task is: describe an organic reaction: reactants, conditions, products, and yield The reactants are CCOC(=O)C(=O)CBr, COCCOC, Nc1nc2ccccc2nc1Cl. Product: [Br-], CCOC(=O)C(=O)C[n+]1c(N)c(Cl)nc2ccccc21. As a reaction SMILES: [Br:13][CH2:14][C:15]([C:16](=[O:17])[O:18][CH2:19][CH3:20])=[O:21].[CH2:22]([CH2:23][O:24][CH3:25])[O:26][CH3:27].[NH2:1][c:2]1[n:3][c:4]2[cH:5][cH:6][cH:7][cH:8][c:9]2[n:10][c:11]1[Cl:12]>>[Br-:13].[NH2:1][c:2]1[n+:3]([CH2:14][C:15]([C:16](=[O:17])[O:18][CH2:19][CH3:20])=[O:21])[c:4]2[cH:5][cH:6][cH:7][cH:8][c:9]2[n:10][c:11]1[Cl:12]. Reactants: Brc1ccccc1-c1c[nH]cn1, ClC(c1ccccc1)(c1ccccc1)c1ccccc1, CCOC(C)=O, CN(C)C=O. Yields the product Brc1ccccc1-c1cn(C(c2ccccc2)(c2ccccc2)c2ccccc2)cn1. RXN SMILES: [Br:1][c:2]1[c:3](-[c:8]2[n:9][cH:10][nH:11][cH:12]2)[cH:4][cH:5][cH:6][cH:7]1.[C:13]([c:14]1[cH:15][cH:16][cH:17][cH:18][cH:19]1)([c:20]1[cH:21][cH:22][cH:23][cH:24][cH:25]1)([c:26]1[cH:27][cH:28][cH:29][cH:30][cH:31]1)[Cl:32].[CH3:38][CH2:39][O:40][C:41]([CH3:42])=[O:43].[O:33]=[CH:34][N:35]([CH3:36])[CH3:37]>>[Br:1][c:2]1[c:3](-[c:8]2[n:9][cH:10][n:11]([C:13]([c:14]3[cH:15][cH:16][cH:17][cH:18][cH:19]3)([c:20]3[cH:21][cH:22][cH:23][cH:24][cH:25]3)[c:26]3[cH:27][cH:28][cH:29][cH:30][cH:31]3)[cH:12]2)[cH:4][cH:5][cH:6][cH:7]1.